Dataset: the Open Reaction Database (ORD), a public repository of structured organic reaction records. Task: describe an organic reaction: reactants, conditions, products, and yield The reactants are COC(CCN1N=CC(=C1)I)=O (3-(4-iodopyrazol-1-yl)-propionic acid methyl ester), S1C(=NC2=C1C=CC=C2)C=2C(=NC=C(C2)B2OC(C(O2)(C)C)(C)C)N (3-benzothiazol-2-yl-5-(4,4,5,5-tetramethyl-1,3,2-dioxaborolan-2-yl)-pyridin-2-ylamine), [F-].[K+] (potassium fluoride). Reagents/catalysts: C=1C=CC(=CC1)[P](C=2C=CC=CC2)(C=3C=CC=CC3)[Pd]([P](C=4C=CC=CC4)(C=5C=CC=CC5)C=6C=CC=CC6)([P](C=7C=CC=CC7)(C=8C=CC=CC8)C=9C=CC=CC9)[P](C=1C=CC=CC1)(C=1C=CC=CC1)C=1C=CC=CC1 (Pd(PPh3)4). Solvent: O1CCOCC1.O (dioxane water). Reaction conditions: temperature 85 celsius. The product is NC1=C(C=C(C=N1)C=1C=NN(C1)CCC(=O)O)C=1SC2=C(N1)C=CC=C2 (3-[4-(6-Amino-5-benzothiazol-2-ylpyridin-3-yl)-pyrazol-1-yl]-propionic acid). RXN SMILES: C[O:2][C:3](=[O:12])[CH2:4][CH2:5][N:6]1[CH:10]=[C:9](I)[CH:8]=[N:7]1.[S:13]1[C:17]2[CH:18]=[CH:19][CH:20]=[CH:21][C:16]=2[N:15]=[C:14]1[C:22]1[C:23]([NH2:37])=[N:24][CH:25]=[C:26](B2OC(C)(C)C(C)(C)O2)[CH:27]=1.[F-].[K+]>C1C=CC([P]([Pd]([P](C2C=CC=CC=2)(C2C=CC=CC=2)C2C=CC=CC=2)([P](C2C=CC=CC=2)(C2C=CC=CC=2)C2C=CC=CC=2)[P](C2C=CC=CC=2)(C2C=CC=CC=2)C2C=CC=CC=2)(C2C=CC=CC=2)C2C=CC=CC=2)=CC=1.O1CCOCC1.O>[NH2:37][C:23]1[N:24]=[CH:25][C:26]([C:9]2[CH:8]=[N:7][N:6]([CH2:5][CH2:4][C:3]([OH:2])=[O:12])[CH:10]=2)=[CH:27][C:22]=1[C:14]1[S:13][C:17]2[CH:18]=[CH:19][CH:20]=[CH:21][C:16]=2[N:15]=1 |f:2.3,5.6,^1:43,45,64,83|. Procedure: A mixture of 3-(4-iodopyrazol-1-yl)-propionic acid methyl ester (174 mg, 0.623 mmol), 3-benzothiazol-2-yl-5-(4,4,5,5-tetramethyl-1,3,2-dioxaborolan-2-yl)-pyridin-2-ylamine (200.0 mg, 0.5662 mmol), Pd(PPh3)4 (50 mg, 0.04 mmol), potassium fluoride (98.7 mg, 1.70 mmol), and 4:1 dioxane:water (4:1, 1,4-dioxane:H2O, 8 mL) was heated in the microwave reactor at 85° C. for 30 min. The solution was concentrated in vacuo, and dry-loaded onto silica gel for column chromatography. The material was eluted w... Reactants: BrCC=1C=C(C(=O)OC)C=CC1 (methyl 3-bromomethylbenzoate), N1C(NC(C=2CCCCC12)=O)=O (5,6,7,8-tetrahydroquinazoline-2,4(1H, 3H)-dione), C[Si](N[Si](C)(C)C)(C)C (hexamethyldisilazane), S(O)(O)(=O)=O (sulfuric acid). Run in O1CCOCC1 (1,4-dioxane), CO (methanol), C1(=CC=CC=C1)C (toluene). Reaction conditions: temperature 122.5 celsius, time 4 hour. Product: COC(=O)C=1C=C(CN2CN=CC=3CCCCC23)C=CC1 (1-(3-Methoxycarbonylbenzyl)-5,6,7,8-tetrahydroquinazoline). Isolated yield 13.0%. As a reaction SMILES: [NH:1]1[C:10]2[CH2:9][CH2:8][CH2:7][CH2:6][C:5]=2[C:4](=O)[NH:3][C:2]1=O.C[Si](C)(C)N[Si](C)(C)C.S(=O)(=O)(O)O.Br[CH2:28][C:29]1[CH:30]=[C:31]([CH:36]=[CH:37][CH:38]=1)[C:32]([O:34][CH3:35])=[O:33]>C1(C)C=CC=CC=1.O1CCOCC1.CO>[CH3:35][O:34][C:32]([C:31]1[CH:30]=[C:29]([CH:38]=[CH:37][CH:36]=1)[CH2:28][N:1]1[C:10]2[CH2:9][CH2:8][CH2:7][CH2:6][C:5]=2[CH:4]=[N:3][CH2:2]1)=[O:33]. Procedure details: To a mixture of 5,6,7,8-tetrahydroquinazoline-2,4(1H, 3H)-dione (10.4 g, 62 mmol) and hexamethyldisilazane (HMDS, 33 mL, 158 mmol) in toluene (100 mL) was added concentrated sulfuric acid (0.34 mL, 6.2 mmol) at r.t. The mixture was heated to reflux overnight until a clear solution was obtained. After the removal of toluene and excess HMDS with vacuum evaporation, methyl 3-bromomethylbenzoate (16 g, 70 mmol) was added to the residue. The reaction mixture was heated to 115-130° C. and was stirred ... Reactants: CN1C(=NC(=C1S(=O)(=O)C)[N+](=O)[O-])CO (1-methyl-2-hydroxymethyl-4-nitro-5-methylsulfonylimidazole), [C-]#N.[K+] (potassium cyanide), CS(=O)C (dimethylsulfoxide). The solvent is O (water). Yields the product CN1C(=NC(=C1C#N)[N+](=O)[O-])CO (1-methyl-2-hydroxymethyl-4-nitro-5-cyanoimidazole). RXN SMILES: [CH3:1][N:2]1[C:6](S(C)(=O)=O)=[C:5]([N+:11]([O-:13])=[O:12])[N:4]=[C:3]1[CH2:14][OH:15].[C-:16]#[N:17].[K+].CS(C)=O>O>[CH3:1][N:2]1[C:6]([C:16]#[N:17])=[C:5]([N+:11]([O-:13])=[O:12])[N:4]=[C:3]1[CH2:14][OH:15] |f:1.2|. Procedure: 2.21 G. (0.01 moles) of 1-methyl-2-hydroxymethyl-4-nitro-5-methylsulfonylimidazole and 0.715 g. of potassium cyanide in 20 ml. of dry dimethylsulfoxide are heated at 100°C. for 30 minutes. The reaction mixture is diluted with an equal volume of water and extracted with ethyl acetate. The combined extracts are dried and evaporated to dryness affording an oily residue which is recrystallized from isopropanol affording 1-methyl-2-hydroxymethyl-4-nitro-5-cyanoimidazole, m.p. 122° to 124°C. Reaction SMILES: [CH:1]([C:5]([CH2:12][CH3:13])([CH2:8][CH2:9][C:10]#[N:11])[CH:6]=O)=[CH:2][CH2:3][CH3:4].N.O=[Si]=O.[H][H]>>[CH2:1]([C:5]1([CH2:12][CH3:13])[CH2:8][CH2:9][CH2:10][NH:11][CH2:6]1)[CH2:2][CH2:3][CH3:4]. Conditions: time 23.9 hour. Reactants: [H][H] (hydrogen), Y-zeolite, C(=CCC)C(C=O)(CCC#N)CC (2-butenyl-2-ethyl-4-cyanobutanal), N (ammonia), O=[Si]=O (Aerosil), N (NH3), 2-butyl- and 2-butenyl-2-ethylpentane-1,5-diamine. Yield: 61.9%. The product is C(CCC)C1(CNCCC1)CC (3-butyl-3-ethylpiperidine), diamine. Procedure details: 45.1 g per hour of 2-butenyl-2-ethyl-4-cyanobutanal (purity 64.0%, 28.9 g, 0.161 mol) and 950 ml (570 g, 33.5 mol) per hour of liquid ammonia were pumped at 250 bar and 50° C. through a tubular reactor (diameter 16 mm, fill level 50 cm, oil-heated twin jacket) upstream of the hydrogenation reactor and filled with 43.3 g (96 ml) of a Y-zeolite pelleted with Aerosil 200 (HY-zeolite: Aerosil 200=9:1, SiO2 :Al2O3 =6:1). The product stream was subsequently passed through the hydrogenation reactor fro... Reactants: O=C([O-])C(O)C(O)C(=O)[O-], C1CCOC1, CC(C)C[AlH]CC(C)C, CCOCC, CCOC(=O)C=Cc1cccc(I)c1, [K+], [Na+]. The product is OCC=Cc1cccc(I)c1. Reaction SMILES: [C:24]([CH:25]([CH:26]([C:27]([O-:28])=[O:29])[OH:30])[OH:31])([O-:32])=[O:33].[CH2:41]1[O:42][CH2:43][CH2:44][CH2:45]1.[CH3:15][CH:16]([CH2:17][AlH:18][CH2:19][CH:20]([CH3:21])[CH3:22])[CH3:23].[CH3:36][CH2:37][O:38][CH2:39][CH3:40].[I:1][c:2]1[cH:3][c:4]([CH:8]=[CH:9][C:10](=[O:11])[O:12][CH2:13][CH3:14])[cH:5][cH:6][cH:7]1.[K+:34].[Na+:35]>>[I:1][c:2]1[cH:3][c:4]([CH:8]=[CH:9][CH2:10][OH:11])[cH:5][cH:6][cH:7]1. Reactants: IC (iodomethane), C(C(=O)O)(=O)O.O1CCOC2=C1C=CC=C2N2CCN(CC2)CCC2CNC1=CC=CC=C21.C(C(=O)O)(=O)O.C(C(=O)O)(=O)O.O2CCOC1=C2C=CC=C1N1CCN(CC1)CCC1CNC2=CC=CC=C12 (3-[2-[4-(1,4-Benzodioxan-5-yl)piperazin-1-yl]ethyl]-2,3-dihydro-1H-indole Sesquioxalate), [H-].[Na+] (sodium hydride), C(C)(=O)OCC (ethyl acetate). Solvent: O1CCCC1 (tetrahydrofuran), O1CCCC1 (tetrahydrofuran), O1CCCC1 (tetrahydrofuran). Conditions: time 1 hour. The product is C(C(=O)O)(=O)O.O1CCOC2=C1C=CC=C2N2CCN(CC2)CCC2CN(C1=CC=CC=C21)C (3-[2-[4-(1,4-Benzodioxan-5-yl)piperazin-1-yl]ethyl]-2,3-dihydro-1-methyl-1H-indole Oxalate). RXN SMILES: [C:1]([OH:6])(=[O:5])[C:2]([OH:4])=[O:3].[O:7]1[C:12]2[CH:13]=[CH:14][CH:15]=[C:16]([N:17]3[CH2:22][CH2:21][N:20]([CH2:23][CH2:24][CH:25]4[C:33]5[C:28](=[CH:29][CH:30]=[CH:31][CH:32]=5)[NH:27][CH2:26]4)[CH2:19][CH2:18]3)[C:11]=2[O:10][CH2:9][CH2:8]1.[C:34](O)(=O)C(O)=O.C(O)(=O)C(O)=O.O1C2C=CC=C(N3CCN(CCC4C5C(=CC=CC=5)NC4)CC3)C=2OCC1.[H-].[Na+].IC.C(OCC)(=O)C>O1CCCC1>[C:1]([OH:6])(=[O:5])[C:2]([OH:4])=[O:3].[O:7]1[C:12]2[CH:13]=[CH:14][CH:15]=[C:16]([N:17]3[CH2:22][CH2:21][N:20]([CH2:23][CH2:24][CH:25]4[C:33]5[C:28](=[CH:29][CH:30]=[CH:31][CH:32]=5)[N:27]([CH3:34])[CH2:26]4)[CH2:19][CH2:18]3)[C:11]=2[O:10][CH2:9][CH2:8]1 |f:0.1.2.3.4,5.6,10.11|. Procedure: A solution of 4a (1.5 g) in dry tetrahydrofuran (50 mL) was added dropwise to a suspension of sodium hydride (60% in mineral oil, 0.21 g) in tetrahydrofuran (25 mL) at room temperature. After stirring for 30 min a solution of iodomethane (0.75 g) in dry tetrahydrofuran (25 mL) was added dropwise. Stirring for 1 hour followed by standard work-up with ethyl acetate gave an oil which was purified by flash chromatography (eluent: heptane/ethyl acetate/triethylamine 15:3:2). The resulting oil was con... Reactants: O=P(Cl)(Cl)Cl (POCl3), FC=1C=C(C=CC1)C1=C(N=C(C2=CC=C(C=C12)C1=NC=CC=C1)O)C#N (4-(3-fluorophenyl)-1-hydroxy-6-pyridin-2-ylisoquinoline-3-carbonitrile), C(=O)(O)[O-].[Na+] (NaHCO3). The solvent is O (H2O). Conditions: temperature 90 celsius. Product: ClC1=NC(=C(C2=CC(=CC=C12)C1=NC=CC=C1)C1=CC(=CC=C1)F)C#N (1-chloro-4-(3-fluorophenyl)-6-pyridin-2-ylisoquinoline-3-carbonitrile). Reaction SMILES: O=P(Cl)(Cl)[Cl:3].[F:6][C:7]1[CH:8]=[C:9]([C:13]2[C:22]3[C:17](=[CH:18][CH:19]=[C:20]([C:23]4[CH:28]=[CH:27][CH:26]=[CH:25][N:24]=4)[CH:21]=3)[C:16](O)=[N:15][C:14]=2[C:30]#[N:31])[CH:10]=[CH:11][CH:12]=1.C([O-])(O)=O.[Na+]>O>[Cl:3][C:16]1[C:17]2[C:22](=[CH:21][C:20]([C:23]3[CH:28]=[CH:27][CH:26]=[CH:25][N:24]=3)=[CH:19][CH:18]=2)[C:13]([C:9]2[CH:10]=[CH:11][CH:12]=[C:7]([F:6])[CH:8]=2)=[C:14]([C:30]#[N:31])[N:15]=1 |f:2.3|. Procedure: POCl3 (22 mg, 0.15 mmol) was added to 4-(3-fluorophenyl)-1-hydroxy-6-pyridin-2-ylisoquinoline-3-carbonitrile (50 mg, 0.15 mmol) neat. The resulting mixture was heated to 90° C. for 18 h. The reaction was cooled to room temperature and diluted with H2O (10 mL). This was brought to a pH of 9 with NaHCO3. The aqueous layer was extracted with EtOAc. The organic layer was washed with brine, dried (MgSO4), filtered and concentrated to yield the title compound as a brown oil. Starting materials: COC(=O)c1c(Cl)cc(Br)cc1CBr, CCOC(C)=O, Cc1ccccc1, CCCCCC, NCc1ccc(F)cc1, [K+], [K+], O=C([O-])[O-]. Yields the product O=C1c2c(Cl)cc(Br)cc2CN1Cc1ccc(F)cc1. As a reaction SMILES: [CH3:1][O:2][C:3]([c:4]1[c:5]([CH2:12][Br:13])[cH:6][c:7]([Br:11])[cH:8][c:9]1[Cl:10])=[O:14].[CH3:30][CH2:31][O:32][C:33](=[O:34])[CH3:35].[CH3:36][c:37]1[cH:38][cH:39][cH:40][cH:41][cH:42]1.[CH3:43][CH2:44][CH2:45][CH2:46][CH2:47][CH3:48].[F:15][c:16]1[cH:17][cH:18][c:19]([CH2:20][NH2:21])[cH:22][cH:23]1.[K+:24].[K+:25].[O-:26][C:27]([O-:28])=[O:29]>>[C:3]1(=[O:14])[c:4]2[c:5]([cH:6][c:7]([Br:11])[cH:8][c:9]2[Cl:10])[CH2:12][N:21]1[CH2:20][c:19]1[cH:18][cH:17][c:16]([F:15])[cH:23][cH:22]1. Reactants: C(C)(C)(C)OC(=O)N1CCC(CC1)C1=CC=2C(=CN=C(C2)Cl)O1 (4-(5-chloro-furo[2,3-c]pyridin-2-yl)-piperidine-1-carboxylic acid tert-butyl ester), CS(=O)(=O)NC1=CC=C(C=C1)B(O)O (4-methylsulfonylamino-phenylboronic acid). Yields the product C(C)(C)(C)OC(=O)N1CCC(CC1)C1=CC=2C(=CN=C(C2)C2=CC=C(C=C2)NS(=O)(=O)C)O1 (4-[5-(4-Methanesulfonylamino-phenyl)-furo[2,3-c]pyridin-2-yl]-piperidine-1-carboxylic acid tert-butyl ester). As a reaction SMILES: [C:1]([O:5][C:6]([N:8]1[CH2:13][CH2:12][CH:11]([C:14]2[O:23][C:17]3=[CH:18][N:19]=[C:20](Cl)[CH:21]=[C:16]3[CH:15]=2)[CH2:10][CH2:9]1)=[O:7])([CH3:4])([CH3:3])[CH3:2].[CH3:24][S:25]([NH:28][C:29]1[CH:34]=[CH:33][C:32](B(O)O)=[CH:31][CH:30]=1)(=[O:27])=[O:26]>>[C:1]([O:5][C:6]([N:8]1[CH2:13][CH2:12][CH:11]([C:14]2[O:23][C:17]3=[CH:18][N:19]=[C:20]([C:32]4[CH:31]=[CH:30][C:29]([NH:28][S:25]([CH3:24])(=[O:26])=[O:27])=[CH:34][CH:33]=4)[CH:21]=[C:16]3[CH:15]=2)[CH2:10][CH2:9]1)=[O:7])([CH3:4])([CH3:3])[CH3:2]. Procedure: The title compound is prepared from 4-(5-chloro-furo[2,3-c]pyridin-2-yl)-piperidine-1-carboxylic acid tert-butyl ester and 4-methylsulfonylamino-phenylboronic acid following a procedure analogous to that described for Example 1. LC (method 4): tR=1.57 min; Mass spectrum (ESI+): m/z=472 [M+H]+.